This data is from the Open Reaction Database (ORD), a public repository of structured organic reaction records. The task is: describe an organic reaction: reactants, conditions, products, and yield Starting materials: CN(CCCNC=O)CCCNC=O, COc1ccc([N+](=O)[O-])cc1CCl, O. Product: COc1ccc([N+](=O)[O-])cc1C[N+](C)(CCCNC=O)CCCNC=O, [Cl-]. As a reaction SMILES: [CH:1](=[O:2])[NH:3][CH2:4][CH2:5][CH2:6][N:7]([CH2:8][CH2:9][CH2:10][NH:11][CH:12]=[O:13])[CH3:14].[N+:15](=[O:16])([O-:17])[c:18]1[cH:19][cH:20][c:21]([O:26][CH3:27])[c:22]([CH2:23][Cl:24])[cH:25]1.[OH2:28]>>[CH:1](=[O:2])[NH:3][CH2:4][CH2:5][CH2:6][N+:7]([CH2:8][CH2:9][CH2:10][NH:11][CH:12]=[O:13])([CH3:14])[CH2:23][c:22]1[c:21]([O:26][CH3:27])[cH:20][cH:19][c:18]([N+:15](=[O:16])[O-:17])[cH:25]1.[Cl-:24]. Reactants: CON(C)C(=O)C1CCCCN1C(=O)OC(C)(C)C, C1CCOC1, [Cl-], [NH4+], c1ccc2occc2c1. The product is CC(C)(C)OC(=O)N1CCCCC1C(=O)c1cc2ccccc2o1. As a reaction SMILES: [C:10]([CH3:11])([CH3:12])([CH3:13])[O:14][C:15](=[O:16])[N:17]1[CH:18]([C:23]([N:24]([O:25][CH3:26])[CH3:27])=[O:28])[CH2:19][CH2:20][CH2:21][CH2:22]1.[CH2:31]1[O:32][CH2:33][CH2:34][CH2:35]1.[Cl-:29].[NH4+:30].[o:1]1[cH:2][cH:3][c:4]2[c:5]1[cH:6][cH:7][cH:8][cH:9]2>>[o:1]1[c:2]([C:23]([CH:18]2[N:17]([C:15]([O:14][C:10]([CH3:11])([CH3:12])[CH3:13])=[O:16])[CH2:22][CH2:21][CH2:20][CH2:19]2)=[O:28])[cH:3][c:4]2[c:5]1[cH:6][cH:7][cH:8][cH:9]2. The reactants are C1CCOC1, CCOC(C)=O, CC(C)[N-]C(C)C, [Cl-], Fc1ccccn1, [Li+], [NH4+], CN(C)C=O. Yields the product O=Cc1cccnc1F. RXN SMILES: [CH2:23]1[O:24][CH2:25][CH2:26][CH2:27]1.[CH3:28][CH2:29][O:30][C:31]([CH3:32])=[O:33].[CH:8]([N-:9][CH:10]([CH3:11])[CH3:12])([CH3:13])[CH3:14].[Cl-:21].[F:1][c:2]1[n:3][cH:4][cH:5][cH:6][cH:7]1.[Li+:15].[NH4+:22].[O:16]=[CH:17][N:18]([CH3:19])[CH3:20]>>[F:1][c:2]1[n:3][cH:4][cH:5][cH:6][c:7]1[CH:17]=[O:16]. The reactants are BrCCc1c[nH]c2ccccc12, COC(=O)C=Cc1ccc2c(c1)C(=O)CC1(CCN(C(=O)OC(C)(C)C)CC1)O2, ClCCl. Yields the product COC(=O)C=Cc1ccc2c(c1)C(=O)CC1(CCN(CCc3c[nH]c4ccccc34)CC1)O2. Reaction SMILES: [Br:1][CH2:2][CH2:3][c:4]1[cH:5][nH:6][c:7]2[cH:8][cH:9][cH:10][cH:11][c:12]12.[CH3:13][O:14][C:15]([CH:16]=[CH:17][c:18]1[cH:19][c:20]2[c:25]([cH:26][cH:27]1)[O:24][C:23]1([CH2:22][C:21]2=[O:40])[CH2:28][CH2:29][N:30]([C:33]([O:34][C:35]([CH3:36])([CH3:37])[CH3:38])=[O:39])[CH2:31][CH2:32]1)=[O:41].[Cl:42][CH2:43][Cl:44]>>[CH2:2]([CH2:3][c:4]1[cH:5][nH:6][c:7]2[cH:8][cH:9][cH:10][cH:11][c:12]12)[N:30]1[CH2:29][CH2:28][C:23]2([CH2:22][C:21](=[O:40])[c:20]3[cH:19][c:18]([CH:17]=[CH:16][C:15]([O:14][CH3:13])=[O:41])[cH:27][cH:26][c:25]3[O:24]2)[CH2:32][CH2:31]1. Reactants: O=C(O)c1ccc(Br)cc1F, CO, CCOC(C)=O, O=S(=O)(O)O. Product: COC(=O)c1ccc(Br)cc1F. As a reaction SMILES: [Br:1][c:2]1[cH:3][c:4]([F:11])[c:5]([C:6](=[O:7])[OH:8])[cH:9][cH:10]1.[CH3:12][OH:13].[CH3:19][CH2:20][O:21][C:22](=[O:23])[CH3:24].[S:14](=[O:15])(=[O:16])([OH:17])[OH:18]>>[Br:1][c:2]1[cH:3][c:4]([F:11])[c:5]([C:6](=[O:7])[O:8][CH3:12])[cH:9][cH:10]1. The reactants are Fc1cccc(CBr)c1, O=C1CCCCCC1, C1CCOC1, CC(C)[N-]C(C)C, [Li+]. Yields the product O=C1CCCCCC1Cc1cccc(F)c1. Reaction SMILES: [Br:17][CH2:18][c:19]1[cH:20][c:21]([F:25])[cH:22][cH:23][cH:24]1.[C:1]1(=[O:8])[CH2:2][CH2:3][CH2:4][CH2:5][CH2:6][CH2:7]1.[CH2:26]1[O:27][CH2:28][CH2:29][CH2:30]1.[CH3:10][CH:11]([N-:12][CH:13]([CH3:14])[CH3:15])[CH3:16].[Li+:9]>>[C:1]1(=[O:8])[CH:2]([CH2:18][c:19]2[cH:20][c:21]([F:25])[cH:22][cH:23][cH:24]2)[CH2:3][CH2:4][CH2:5][CH2:6][CH2:7]1.